From a dataset of the Open Reaction Database (ORD), a public repository of structured organic reaction records. describe an organic reaction: reactants, conditions, products, and yield Starting materials: CCn1cc(C(=O)O)c(=O)c2cc(F)c(Cl)nc21, CCS, CCO, CN(C)C=O, Cl, [K+], [OH-]. Product: CCSc1nc2c(cc1F)c(=O)c(C(=O)O)cn2CC. Reaction SMILES: [CH2:1]([CH3:2])[n:3]1[cH:4][c:5]([C:16](=[O:17])[OH:18])[c:6](=[O:15])[c:7]2[cH:8][c:9]([F:14])[c:10]([Cl:13])[n:11][c:12]12.[CH2:21]([CH3:22])[SH:23].[CH3:30][CH2:31][OH:32].[CH:25]([N:26]([CH3:27])[CH3:28])=[O:29].[ClH:24].[K+:20].[OH-:19]>>[CH2:1]([CH3:2])[n:3]1[cH:4][c:5]([C:16](=[O:17])[OH:18])[c:6](=[O:15])[c:7]2[cH:8][c:9]([F:14])[c:10]([S:23][CH2:21][CH3:22])[n:11][c:12]12. Starting materials: CCOC(=O)CC#N, C1CCNCC1, CCO, O=Cc1ccccc1. Yields the product CCOC(=O)C(C#N)=Cc1ccccc1. As a reaction SMILES: [C:9](#[N:10])[CH2:11][C:12](=[O:13])[O:14][CH2:15][CH3:16].[CH2:17]1[CH2:18][CH2:19][NH:20][CH2:21][CH2:22]1.[CH3:23][CH2:24][OH:25].[CH:1](=[O:2])[c:3]1[cH:4][cH:5][cH:6][cH:7][cH:8]1>>[CH:1]([c:3]1[cH:4][cH:5][cH:6][cH:7][cH:8]1)=[C:11]([C:9]#[N:10])[C:12](=[O:13])[O:14][CH2:15][CH3:16]. The reactants are ClC1=C2NC=NC2=NC=N1 (6-chloropurine), NC1CCCC2=CC=CC=C12 (1-aminotetralin). The solvent is C(C)(C)O (isopropanol). Yields the product Cl.N1=CN=C2N=CNC2=C1N (adenine hydrochloride salt). The yield is 80.0%. RXN SMILES: [Cl:1][C:2]1[N:10]=[CH:9][N:8]=[C:7]2[C:3]=1[NH:4][CH:5]=[N:6]2.[NH2:11]C1C2C(=CC=CC=2)CCC1>C(O)(C)C>[ClH:1].[N:10]1[C:2]([NH2:11])=[C:3]2[C:7]([N:6]=[CH:5][NH:4]2)=[N:8][CH:9]=1 |f:3.4|. Reported procedure: A solution of 6-chloropurine (1.546 g, 10 mM) and 1-aminotetralin(1.472 g, 10 mM) in isopropanol (60 ml) is heated to reflux for about 20 h. The resulting salt suspension is then cooled to room temperature, filtered and the residue washed with ice-cooled isopropanol to give almost pure title compound in 80% yield. Starting materials: COc1ccc(N)cc1, CC(=O)C(=NO)C(=O)N(C)C, Cc1ccccc1, Cc1ccc(S(=O)(=O)O)cc1. The product is COc1ccc(N=C(C)C(=NO)C(=O)N(C)C)cc1. RXN SMILES: [CH3:12][O:13][c:14]1[cH:15][cH:16][c:17]([NH2:20])[cH:18][cH:19]1.[CH3:1][N:2]([C:3]([C:4]([C:5](=[O:6])[CH3:7])=[N:8][OH:9])=[O:10])[CH3:11].[CH3:32][c:33]1[cH:34][cH:35][cH:36][cH:37][cH:38]1.[c:21]1([CH3:22])[cH:23][cH:24][c:25]([S:26]([OH:27])(=[O:28])=[O:29])[cH:30][cH:31]1>>[CH3:1][N:2]([C:3]([C:4]([C:5]([CH3:7])=[N:20][c:17]1[cH:16][cH:15][c:14]([O:13][CH3:12])[cH:19][cH:18]1)=[N:8][OH:9])=[O:10])[CH3:11]. Reactants: C1CCOC1 (THF), [OH-].[K+] (KOH), N=1C=C(N2N=CC=CC21)C=2C=C(SC2C)C(=O)OC (Methyl 4-(imidazo[1,2-b]pyridazin-3-yl)-5-methylthiophene-2-carboxylate). Run in CO (methanol), CO (methanol). Run at temperature 60 celsius, time 8 hour. Product: N=1C=C(N2N=CC=CC21)C=2C=C(SC2C)C(=O)O (4-(Imidazo[1,2-b]pyridazin-3-yl)-5-methylthiophene-2-carboxylic acid). Reaction SMILES: [N:1]1[CH:2]=[C:3]([C:10]2[CH:11]=[C:12]([C:16]([O:18]C)=[O:17])[S:13][C:14]=2[CH3:15])[N:4]2[C:9]=1[CH:8]=[CH:7][CH:6]=[N:5]2.C1COCC1.[OH-].[K+]>CO>[N:1]1[CH:2]=[C:3]([C:10]2[CH:11]=[C:12]([C:16]([OH:18])=[O:17])[S:13][C:14]=2[CH3:15])[N:4]2[C:9]=1[CH:8]=[CH:7][CH:6]=[N:5]2 |f:2.3|. Procedure: Methyl 4-(imidazo[1,2-b]pyridazin-3-yl)-5-methylthiophene-2-carboxylate (0.54 g, 1.98 mmol) was dissolved in methanol (9.88 mL) and THF (9.88 mL) and a solution of KOH in methanol was added (1 M, 5.93 mL, 5.93 mmol). The reaction mixture was left to stir overnight at 60° C. The reaction mixture was then cooled to room temperature, concentrated, and acidified with aqueous 1N HCl. The aqueous layer was extracted three times with ethyl acetate, then extracted one time with a 3:1 CHCl3:isopropanol m... Starting materials: [Li]C(C)(C)C, C1CCOC1, COC(=O)C(=O)OC, O=S(=O)(c1ccccc1)n1ccc2ccccc21. The product is COC(=O)C(=O)c1cc2ccccc2n1S(=O)(=O)c1ccccc1. RXN SMILES: [C:19]([Li:20])([CH3:21])([CH3:22])[CH3:23].[CH2:32]1[O:33][CH2:34][CH2:35][CH2:36]1.[CH3:24][O:25][C:26]([C:27](=[O:28])[O:29][CH3:30])=[O:31].[c:1]1([S:7](=[O:8])(=[O:9])[n:10]2[cH:11][cH:12][c:13]3[cH:14][cH:15][cH:16][cH:17][c:18]23)[cH:2][cH:3][cH:4][cH:5][cH:6]1>>[c:1]1([S:7](=[O:8])(=[O:9])[n:10]2[c:11]([C:27]([C:26]([O:25][CH3:24])=[O:31])=[O:28])[cH:12][c:13]3[cH:14][cH:15][cH:16][cH:17][c:18]23)[cH:2][cH:3][cH:4][cH:5][cH:6]1. Starting materials: O=C(O)C1Cc2ccccc2CN1, C1CCOC1, CCN(C(C)C)C(C)C, ClCCl, O=S(=O)(Cl)c1cc(Cl)cc(Cl)c1. The product is O=C(O)C1Cc2ccccc2CN1S(=O)(=O)c1cc(Cl)cc(Cl)c1. RXN SMILES: [CH2:1]1[NH:2][CH:3]([C:11](=[O:12])[OH:13])[CH2:4][c:5]2[cH:6][cH:7][cH:8][cH:9][c:10]21.[CH2:38]1[O:39][CH2:40][CH2:41][CH2:42]1.[CH:17]([N:18]([CH2:19][CH3:20])[CH:21]([CH3:22])[CH3:23])([CH3:24])[CH3:25].[Cl:14][CH2:15][Cl:16].[Cl:26][c:27]1[cH:28][c:29]([S:34](=[O:35])(=[O:36])[Cl:37])[cH:30][c:31]([Cl:33])[cH:32]1>>[CH2:1]1[N:2]([S:34]([c:29]2[cH:28][c:27]([Cl:26])[cH:32][c:31]([Cl:33])[cH:30]2)(=[O:35])=[O:36])[CH:3]([C:11](=[O:12])[OH:13])[CH2:4][c:5]2[cH:6][cH:7][cH:8][cH:9][c:10]21. Reactants: CN, COc1cc2c(cc1Nc1nc(Nc3cc(Cl)cc(F)c3C(N)=O)c3ccnc-3[nH]1)N(C(=O)CN(C)C)CC2, C1CCOC1. Product: CNC(=O)c1c(F)cc(Cl)cc1Nc1nc(Nc2cc3c(cc2OC)CCN3C(=O)CN(C)C)[nH]c2nccc1-2. RXN SMILES: [CH3:40][NH2:41].[Cl:1][c:2]1[cH:3][c:4]([NH:12][c:13]2[c:14]3[cH:39][cH:38][n:37][c:15]-3[nH:16][c:17]([NH:19][c:20]3[c:21]([O:35][CH3:36])[cH:22][c:23]4[c:27]([cH:28]3)[N:26]([C:29]([CH2:30][N:31]([CH3:32])[CH3:33])=[O:34])[CH2:25][CH2:24]4)[n:18]2)[c:5]([C:6](=[O:7])[NH2:8])[c:9]([F:11])[cH:10]1.[O:42]1[CH2:43][CH2:44][CH2:45][CH2:46]1>>[Cl:1][c:2]1[cH:3][c:4]([NH:12][c:13]2[c:14]3[cH:39][cH:38][n:37][c:15]-3[nH:16][c:17]([NH:19][c:20]3[c:21]([O:35][CH3:36])[cH:22][c:23]4[c:27]([cH:28]3)[N:26]([C:29]([CH2:30][N:31]([CH3:32])[CH3:33])=[O:34])[CH2:25][CH2:24]4)[n:18]2)[c:5]([C:6](=[O:7])[NH:8][CH3:40])[c:9]([F:11])[cH:10]1.